From a dataset of the Open Reaction Database (ORD), a public repository of structured organic reaction records. describe an organic reaction: reactants, conditions, products, and yield The reactants are CC1(OB(OC1(C)C)C=1C=C(C=CC1)O)C (3-(4,4,5,5-Tetramethyl-1,3,2-dioxaborolan-2-yl)phenol), ClC1=CC=C(C=C1)B(O)O (4-chlorophenylboronic acid). The reagents and catalysts are C(C)(=O)[O-].[Cu+2].C(C)(=O)[O-] (copper(II) acetate). Run in C(C)N(CC)CC (triethylamine). The product is ClC1=CC=C(OC=2C=C(C=CC2)B2OC(C(O2)(C)C)(C)C)C=C1 (2-(3-(4-chlorophenoxy)phenyl)-4,4,5,5-tetramethyl-1,3,2-dioxaborolane). As a reaction SMILES: [CH3:1][C:2]1([CH3:16])[C:6]([CH3:8])([CH3:7])[O:5][B:4]([C:9]2[CH:10]=[C:11]([OH:15])[CH:12]=[CH:13][CH:14]=2)[O:3]1.[Cl:17][C:18]1[CH:23]=[CH:22][C:21](B(O)O)=[CH:20][CH:19]=1>C([O-])(=O)C.[Cu+2].C([O-])(=O)C.C(N(CC)CC)C>[Cl:17][C:18]1[CH:23]=[CH:22][C:21]([O:15][C:11]2[CH:10]=[C:9]([B:4]3[O:3][C:2]([CH3:16])([CH3:1])[C:6]([CH3:7])([CH3:8])[O:5]3)[CH:14]=[CH:13][CH:12]=2)=[CH:20][CH:19]=1 |f:2.3.4|. Procedure: 3-(4,4,5,5-Tetramethyl-1,3,2-dioxaborolan-2-yl)phenol (0.23 g), copper(II) acetate (0.19 g), triethylamine (0.218 g) and 4-chlorophenylboronic acid (0.237 g) were stirred at room temperature overnight. The solid was filtered off, and the solvent was removed under reduced pressure. The crude product was purified by flash chromatography (Varian, Superflash SF25-40 g column), eluting with 0-25% ethyl acetate/hexane, to provide the title compound. Starting materials: ClC1=C(C#N)C(=CC(=N1)NC1=NNC(=C1)C)C (2-chloro-6-(5-methyl-1H-pyrazol-3-ylamino)-4-methylnicotinonitrile), Cl.FC=1C=C(OCCN)C=CC1 (2-(3-fluorophenoxy)ethylamine hydrochloride), C(O)([O-])=O.[Na+] (sodium hydrogencarbonate), CS(=O)C (DMSO). Solvent: O (water). Reaction conditions: temperature 100 celsius, time 27 hour. Product: Cl.FC=1C=C(OCCNC2=C(C#N)C(=CC(=N2)NC2=NNC(=C2)C)C)C=CC1 (2-(2-(3-fluorophenoxy)ethylamino)-6-(5-methyl-1H-pyrazol-3-ylamino)-4-methylnicotinonitrile hydrochloride). Yield: 12.2%. RXN SMILES: [Cl:1][C:2]1[N:9]=[C:8]([NH:10][C:11]2[CH:15]=[C:14]([CH3:16])[NH:13][N:12]=2)[CH:7]=[C:6]([CH3:17])[C:3]=1[C:4]#[N:5].Cl.[F:19][C:20]1[CH:21]=[C:22]([CH:27]=[CH:28][CH:29]=1)[O:23][CH2:24][CH2:25][NH2:26].C(=O)([O-])O.[Na+].CS(C)=O>O>[ClH:1].[F:19][C:20]1[CH:21]=[C:22]([CH:27]=[CH:28][CH:29]=1)[O:23][CH2:24][CH2:25][NH:26][C:2]1[N:9]=[C:8]([NH:10][C:11]2[CH:15]=[C:14]([CH3:16])[NH:13][N:12]=2)[CH:7]=[C:6]([CH3:17])[C:3]=1[C:4]#[N:5] |f:1.2,3.4,7.8|. Procedure details: Compound A (1.53 g, 6.25 mmol), 2-(3-fluorophenoxy)ethylamine hydrochloride (1.79 g) and sodium hydrogencarbonate (5.25 g) were added to DMSO (30 ml), and the mixture was stirred at 100° C. for 27 hr. After stirring, the reaction mixture was added dropwise to cold water, and the mixture was extracted with ethyl acetate. The organic layer was washed with saturated brine, and concentrated, and the residue was purified by silica gel chromatography. This was converted to hydrochloride to give the ob...